From a dataset of the Open Reaction Database (ORD), a public repository of structured organic reaction records. describe an organic reaction: reactants, conditions, products, and yield Starting materials: CCCCCOC(=O)c1cc(N)ncc1I, CC(C)(C)[O-], Cc1ccccc1, I[Cu]I, O=S(=O)(c1ccc(S)cc1)N1CCCCC1, [Na+]. Product: CCCCCOC(=O)c1cc(N)ncc1Sc1ccc(S(=O)(=O)N2CCCCC2)cc1. RXN SMILES: [CH2:1]([CH2:2][CH2:3][CH2:4][CH3:5])[O:6][C:7]([c:8]1[cH:9][c:10]([NH2:15])[n:11][cH:12][c:13]1[I:14])=[O:16].[CH3:33][C:34]([CH3:35])([O-:36])[CH3:37].[CH3:39][c:40]1[cH:41][cH:42][cH:43][cH:44][cH:45]1.[Cu:46]([I:47])[I:48].[N:17]1([S:23](=[O:24])(=[O:25])[c:26]2[cH:27][cH:28][c:29]([SH:32])[cH:30][cH:31]2)[CH2:18][CH2:19][CH2:20][CH2:21][CH2:22]1.[Na+:38]>>[CH2:1]([CH2:2][CH2:3][CH2:4][CH3:5])[O:6][C:7]([c:8]1[cH:9][c:10]([NH2:15])[n:11][cH:12][c:13]1[S:32][c:29]1[cH:28][cH:27][c:26]([S:23]([N:17]2[CH2:18][CH2:19][CH2:20][CH2:21][CH2:22]2)(=[O:24])=[O:25])[cH:31][cH:30]1)=[O:16]. The reactants are CCOC(C)=O, CC#N, CS(=O)(=O)c1ccc(OCC2CC2)c(C(=O)O)c1, Cl, c1ccc2c(N3CCNCC3)nsc2c1. Yields the product CS(=O)(=O)c1ccc(OCC2CC2)c(C(=O)N2CCN(c3nsc4ccccc34)CC2)c1. As a reaction SMILES: [CH3:35][CH2:36][O:37][C:38](=[O:39])[CH3:40].[CH3:41][C:42]#[N:43].[CH:1]1([CH2:4][O:5][c:6]2[c:7]([C:8](=[O:9])[OH:10])[cH:11][c:12]([S:15](=[O:16])(=[O:17])[CH3:18])[cH:13][cH:14]2)[CH2:2][CH2:3]1.[ClH:19].[N:20]1([c:26]2[n:27][s:28][c:29]3[c:30]2[cH:31][cH:32][cH:33][cH:34]3)[CH2:21][CH2:22][NH:23][CH2:24][CH2:25]1>>[CH:1]1([CH2:4][O:5][c:6]2[c:7]([C:8](=[O:10])[N:23]3[CH2:22][CH2:21][N:20]([c:26]4[n:27][s:28][c:29]5[c:30]4[cH:31][cH:32][cH:33][cH:34]5)[CH2:25][CH2:24]3)[cH:11][c:12]([S:15](=[O:16])(=[O:17])[CH3:18])[cH:13][cH:14]2)[CH2:2][CH2:3]1. Reactants: CCc1cc(C(=O)OC(C)(C)C)cc(C)c1OCC(O)CNC(=O)CO, ClCCl, O=C(O)C(F)(F)F. Product: CCc1cc(C(=O)O)cc(C)c1OCC(O)CNC(=O)CO. As a reaction SMILES: [C:1]([CH3:2])([CH3:3])([CH3:4])[O:5][C:6]([c:7]1[cH:8][c:9]([CH2:24][CH3:25])[c:10]([O:14][CH2:15][CH:16]([CH2:17][NH:18][C:19]([CH2:20][OH:21])=[O:22])[OH:23])[c:11]([CH3:13])[cH:12]1)=[O:26].[Cl:27][CH2:28][Cl:29].[F:30][C:31]([F:32])([F:33])[C:34]([OH:35])=[O:36]>>[O:5]=[C:6]([c:7]1[cH:8][c:9]([CH2:24][CH3:25])[c:10]([O:14][CH2:15][CH:16]([CH2:17][NH:18][C:19]([CH2:20][OH:21])=[O:22])[OH:23])[c:11]([CH3:13])[cH:12]1)[OH:26]. Reactants: BrCc1ccc(Br)cc1, O=C([O-])[O-], O=S(=O)(NC1CC2CCC1C2O)c1ccc(Cl)cc1, N#Cc1ccc(CN(C2CCCC2CO)S(=O)(=O)c2ccc(Cl)cc2)cc1, [Cs+], [Cs+]. Product: O=S(=O)(c1ccc(Cl)cc1)N(Cc1ccc(Br)cc1)C1CC2CCC1C2O. Reaction SMILES: [Br:26][c:27]1[cH:28][cH:29][c:30]([CH2:33][Br:34])[cH:31][cH:32]1.[C:20](=[O:21])([O-:22])[O-:23].[Cl:1][c:2]1[cH:3][cH:4][c:5]([S:8](=[O:9])(=[O:10])[NH:11][CH:12]2[CH:13]3[CH2:14][CH2:15][CH:16]([CH2:17]2)[CH:18]3[OH:19])[cH:6][cH:7]1.[Cl:35][c:36]1[cH:37][cH:38][c:39]([S:40]([N:41]([CH2:42][c:43]2[cH:44][cH:45][c:46]([C:47]#[N:48])[cH:49][cH:50]2)[CH:51]2[CH2:52][CH2:53][CH2:54][CH:55]2[CH2:56][OH:57])(=[O:58])=[O:59])[cH:60][cH:61]1.[Cs+:24].[Cs+:25]>>[Cl:1][c:2]1[cH:3][cH:4][c:5]([S:8](=[O:9])(=[O:10])[N:11]([CH:12]2[CH:13]3[CH2:14][CH2:15][CH:16]([CH2:17]2)[CH:18]3[OH:19])[CH2:33][c:30]2[cH:29][cH:28][c:27]([Br:26])[cH:32][cH:31]2)[cH:6][cH:7]1. Reactants: N1CC(C1)C(=O)N1CCN(CCC1)C1CCC1 (1-(azetidin-3-ylcarbonyl)-4-cyclobutyl-1,4-diazepane), C([O-])([O-])=O.[Na+].[Na+] (sodium carbonate), C(CC)(=O)Cl (propionyl chloride). The solvent is ClCCl (dichloromethane). Run at time 13 hour. Yields the product C1(CCC1)N1CCN(CCC1)C(=O)C1CN(C1)C(CC)=O (1-cyclobutyl-4-[(1-propanoylazetidin-3-yl)carbonyl]-1,4-diazepane). Yield: 11.6%. As a reaction SMILES: [NH:1]1[CH2:4][CH:3]([C:5]([N:7]2[CH2:13][CH2:12][CH2:11][N:10]([CH:14]3[CH2:17][CH2:16][CH2:15]3)[CH2:9][CH2:8]2)=[O:6])[CH2:2]1.C(=O)([O-])[O-].[Na+].[Na+].[C:24](Cl)(=[O:27])[CH2:25][CH3:26]>ClCCl>[CH:14]1([N:10]2[CH2:11][CH2:12][CH2:13][N:7]([C:5]([CH:3]3[CH2:2][N:1]([C:24](=[O:27])[CH2:25][CH3:26])[CH2:4]3)=[O:6])[CH2:8][CH2:9]2)[CH2:17][CH2:16][CH2:15]1 |f:1.2.3|. Procedure: To a stirred solution of 1-(azetidin-3-ylcarbonyl)-4-cyclobutyl-1,4-diazepane (125 mg, 0.53 mmol) in dichloromethane (5 ml) at 0° C. was added sodium carbonate (167 mg, 1.58 mmol) and propionyl chloride (58 mg, 0.63 mmol). The resulting mixture was stirred at RT for 13 h before volatiles were removed under reduced pressure. Purification by silica FCC (using a gradient of eluents; 100:0 to 98:2 DCM:2M NH3 in MeOH) followed by purification by preparative HPLC (Method 2) gave the title compound (18... The reactants are [Al+3], CCOCC, COc1cccc(C(C#N)CC(C)C)c1, [H-], [H-], [H-], [H-], [Li+]. Yields the product COc1cccc(C(CN)CC(C)C)c1. Reaction SMILES: [Al+3:2].[CH2:22]([O:23][CH2:24][CH3:25])[CH3:26].[CH3:7][O:8][c:9]1[cH:10][c:11]([CH:15]([C:16]#[N:17])[CH2:18][CH:19]([CH3:20])[CH3:21])[cH:12][cH:13][cH:14]1.[H-:1].[H-:4].[H-:5].[H-:6].[Li+:3]>>[CH3:7][O:8][c:9]1[cH:10][c:11]([CH:15]([CH2:16][NH2:17])[CH2:18][CH:19]([CH3:20])[CH3:21])[cH:12][cH:13][cH:14]1.